Dataset: the Open Reaction Database (ORD), a public repository of structured organic reaction records. Task: describe an organic reaction: reactants, conditions, products, and yield Reactants: O (water), C(=O)([O-])[O-].[K+].[K+] (K2CO3), BrC(C)C1=CC=CC=C1 ((1-bromoethyl)benzene), BrC=1C=C(C2=C(N1)NN=C2)C(=O)NCC=2C(NC(=CC2C)C)=O (6-Bromo-N-((4,6-dimethyl-2-oxo-1,2-dihydropyridin-3-yl)methyl)-1H-pyrazolo[3,4-b]pyridine-4-carboxamide). The solvent is CN(C)C=O (DMF). Product: BrC=1C=C(C2=C(N1)N(N=C2)C(C)C2=CC=CC=C2)C(=O)NCC=2C(NC(=CC2C)C)=O (6-bromo-N-((4,6-dimethyl-2-oxo-1,2-dihydropyridin-3-yl)methyl)-1-(1-phenylethyl)-1H-pyrazolo[3,4-b]pyridine-4-carboxamide). Isolated yield 82.0%. As a reaction SMILES: [Br:1][C:2]1[CH:3]=[C:4]([C:11]([NH:13][CH2:14][C:15]2[C:16](=[O:23])[NH:17][C:18]([CH3:22])=[CH:19][C:20]=2[CH3:21])=[O:12])[C:5]2[CH:10]=[N:9][NH:8][C:6]=2[N:7]=1.C([O-])([O-])=O.[K+].[K+].Br[CH:31]([C:33]1[CH:38]=[CH:37][CH:36]=[CH:35][CH:34]=1)[CH3:32].O>CN(C=O)C>[Br:1][C:2]1[CH:3]=[C:4]([C:11]([NH:13][CH2:14][C:15]2[C:16](=[O:23])[NH:17][C:18]([CH3:22])=[CH:19][C:20]=2[CH3:21])=[O:12])[C:5]2[CH:10]=[N:9][N:8]([CH:31]([C:33]3[CH:38]=[CH:37][CH:36]=[CH:35][CH:34]=3)[CH3:32])[C:6]=2[N:7]=1 |f:1.2.3|. Procedure: 6-Bromo-N-((4,6-dimethyl-2-oxo-1,2-dihydropyridin-3-yl)methyl)-1H-pyrazolo[3,4-b]pyridine-4-carboxamide (0.25 g, 0.66 mmol) was dissolved in DMF (3 mL) and K2CO3 (0.17 g, 0.79 mmol) and (1-bromoethyl)benzene (0.148 g, 0.799 mmol) was added to it. The reaction mixture was refluxed for overnight. On completion, water was added to it. Extraction was carried out using DCM; the combined organic layers were washed with water, brine and dried over anhydrous Na2SO4. Solvent was removed under reduced pre... The reactants are C(#N)C1=C(N(C(C=C1)=O)C1=CC=CC=C1)[S-].[Na+] (Sodium 3-cyano-6-oxo-1-phenyl-1,6-dihydropyridine-2-thiolate), Intermediate 2, CC#N (MeCN), O (H2O). Yields the product O=C1C=CC(=C(N1C1=CC=CC=C1)SCC(N1CCCC1)=O)C#N (6-oxo-2-[2-oxo-2-(pyrrolidin-1-yl)ethylsulfanyl]-1-phenyl-1,6-dihydropyridine-3-carbonitrile). As a reaction SMILES: [C:1]([C:3]1[CH:8]=[CH:7][C:6](=[O:9])[N:5]([C:10]2[CH:15]=[CH:14][CH:13]=[CH:12][CH:11]=2)[C:4]=1[S-:16])#[N:2].[Na+].[OH2:18].[CH3:19][C:20]#[N:21]>>[O:9]=[C:6]1[N:5]([C:10]2[CH:15]=[CH:14][CH:13]=[CH:12][CH:11]=2)[C:4]([S:16][CH2:19][C:20](=[O:18])[N:21]2[CH2:7][CH2:8][CH2:3][CH2:1]2)=[C:3]([C:1]#[N:2])[CH:8]=[CH:7]1 |f:0.1|. Reported procedure: A mixture of Example 1 (0.5 g) and Intermediate 2 (0.35 g) in MeCN (10 mL) was heated at reflux for 1.5 h. H2O (2.5 mL) was added and the resulting mixture was concentrated in vacuo. The resulting solid precipitate was recovered by filtration and dried under vacuum to give 6-oxo-2-[2-oxo-2-(pyrrolidin-1-yl)ethylsulfanyl]-1-phenyl-1,6-dihydropyridine-3-carbonitrile (0.56 g). δH (DMSO-d6) 7.998 (1H, d, J 9.5 Hz), 7.75 (3H, m), 7.55 (2H, m), 6.85 (1H, d, J 9.5 Hz), 3.86 (2H, s), 3.62-3.37 (4H, m), ... Reactants: Cc1ccccc1, Cc1cc(CC=O)ccc1OCCNc1ncnc(C)c1Cl, O, OCCO, Cc1ccc(S(=O)(=O)O)cc1. The product is Cc1cc(CC2OCCO2)ccc1OCCNc1ncnc(C)c1Cl. As a reaction SMILES: [CH3:39][c:40]1[cH:41][cH:42][cH:43][cH:44][cH:45]1.[Cl:1][c:2]1[c:3]([NH:9][CH2:10][CH2:11][O:12][c:13]2[c:14]([CH3:22])[cH:15][c:16]([CH2:19][CH:20]=[O:21])[cH:17][cH:18]2)[n:4][cH:5][n:6][c:7]1[CH3:8].[OH2:38].[OH:23][CH2:24][CH2:25][OH:26].[c:27]1([CH3:28])[cH:29][cH:30][c:31]([S:32]([OH:33])(=[O:34])=[O:35])[cH:36][cH:37]1>>[Cl:1][c:2]1[c:3]([NH:9][CH2:10][CH2:11][O:12][c:13]2[c:14]([CH3:22])[cH:15][c:16]([CH2:19][CH:20]3[O:21][CH2:25][CH2:24][O:23]3)[cH:17][cH:18]2)[n:4][cH:5][n:6][c:7]1[CH3:8]. The reactants are CC1(C=2C=CC(=CC2C(CC1)(C)C)CC(=O)O)C (5,6,7,8-tetrahydro-5,5,8,8-tetramethyl-2-naphthylacetic acid), S(=O)(Cl)Cl (thionyl chloride). Yields the product CC1(C=2C=CC(=CC2C(CC1)(C)C)CC(=O)Cl)C (5,6,7,8-Tetrahydro-5,5,8,8-tetramethyl -2-naphthylacetyl chloride). As a reaction SMILES: [CH3:1][C:2]1([CH3:18])[CH2:11][CH2:10][C:9]([CH3:13])([CH3:12])[C:8]2[CH:7]=[C:6]([CH2:14][C:15](O)=[O:16])[CH:5]=[CH:4][C:3]1=2.S(Cl)([Cl:21])=O>>[CH3:1][C:2]1([CH3:18])[CH2:11][CH2:10][C:9]([CH3:13])([CH3:12])[C:8]2[CH:7]=[C:6]([CH2:14][C:15]([Cl:21])=[O:16])[CH:5]=[CH:4][C:3]1=2. Reported procedure: 6.6 g (26.8 mmol) of 5,6,7,8-tetrahydro-5,5,8,8-tetramethyl-2-naphthylacetic acid and 20 ml of thionyl chloride are heated to reflux until gaseous evolution has ceased. The mixture is evaporated to dryness and 7.1 g (100%) of the crude acid chloride are obtained, which product is used for the next step of the synthesis without further treatment.